From a dataset of the Open Reaction Database (ORD), a public repository of structured organic reaction records. describe an organic reaction: reactants, conditions, products, and yield Starting materials: C1(=CC=C(C=C1)C)C (para-xylene), [K] (potassium), C=CC (propylene). Solvent: C=1(C(=CC=CC1)C)C (xylene). Reaction conditions: temperature 205 celsius. Product: CC1=CC=C(C=C1)CC(C)C (para-methylisobutylbenzene). Yield: 36.9%. As a reaction SMILES: [C:1]1([CH3:8])[CH:6]=[CH:5][C:4]([CH3:7])=[CH:3][CH:2]=1.[K].[CH2:10]=[CH:11][CH3:12]>C1(C)C(C)=CC=CC=1>[CH3:8][C:1]1[CH:6]=[CH:5][C:4]([CH2:7][CH:11]([CH3:12])[CH3:10])=[CH:3][CH:2]=1 |^1:8|. Procedure details: Charged into autoclave are 212 g of para-xylene, 3.9 g of metallic potassium and 63 g of propylene and the mixture is maintained at a temperature of 205° C. for 3.5 hours under stirring. Conversion of xylene is 34.2%. As a result of the reaction there are obtained 82 g of para-methylisobutylbenzene. The yield is 71.2% by weight (the balance being represented by heavier alkylaromatics). 80 g of paramethyl-isobutylbenzene recovered by rectification from the alkylation products are subjected to a c... The reactants are CSCc1cccc2c(C(CCOS(C)(=O)=O)c3ccc(C(F)(F)F)cc3F)c[nH]c12, N#C[K], CN(C)C=O. Product: CSCc1cccc2c(C(CCC#N)c3ccc(C(F)(F)F)cc3F)c[nH]c12. As a reaction SMILES: [CH3:4][S:5]([O:6][CH2:9][CH2:10][CH:11]([c:12]1[cH:13][nH:14][c:15]2[c:16]([CH2:21][S:22][CH3:23])[cH:17][cH:18][cH:19][c:20]12)[c:24]1[c:25]([F:34])[cH:26][c:27]([C:30]([F:31])([F:32])[F:33])[cH:28][cH:29]1)(=[O:7])=[O:8].[K:1][C:2]#[N:3].[O:35]=[CH:36][N:37]([CH3:38])[CH3:39]>>[C:2](#[N:3])[CH2:9][CH2:10][CH:11]([c:12]1[cH:13][nH:14][c:15]2[c:16]([CH2:21][S:22][CH3:23])[cH:17][cH:18][cH:19][c:20]12)[c:24]1[c:25]([F:34])[cH:26][c:27]([C:30]([F:31])([F:32])[F:33])[cH:28][cH:29]1. The reactants are CC(CC(=O)C1=C(C2=C(OC3=C(COC2=O)C=C(C=C3OC)C)C=C1)OC)C (3-(3-methyl-1-butanonyl)-4,11-dimethoxy-9-methyl-7H-dibenzo[b,g][1,5]dioxocin-5-one), [BH4-].[Na+] (sodium borohydride). The solvent is O1CCCC1 (tetrahydrofuran), O (water). Reaction conditions: time 8 hour. Product: OC(CC(C)C)C1=C(C2=C(OC3=C(COC2=O)C=C(C=C3OC)C)C=C1)OC (3-[1-(R,S)-Hydroxy-3-methylbutyl]-4,11-dimethoxy-9-methyl-7H-dibenzo[b,g][1,5]dioxocin-5-one). As a reaction SMILES: [CH3:1][CH:2]([CH3:28])[CH2:3][C:4]([C:6]1[CH:25]=[CH:24][C:9]2[O:10][C:11]3[C:20]([O:21][CH3:22])=[CH:19][C:18]([CH3:23])=[CH:17][C:12]=3[CH2:13][O:14][C:15](=[O:16])[C:8]=2[C:7]=1[O:26][CH3:27])=[O:5].[BH4-].[Na+]>O1CCCC1.O>[OH:5][CH:4]([C:6]1[CH:25]=[CH:24][C:9]2[O:10][C:11]3[C:20]([O:21][CH3:22])=[CH:19][C:18]([CH3:23])=[CH:17][C:12]=3[CH2:13][O:14][C:15](=[O:16])[C:8]=2[C:7]=1[O:26][CH3:27])[CH2:3][CH:2]([CH3:28])[CH3:1] |f:1.2|. Procedure details: 158 g (0.41 mmol) of 3-(3-methyl-1-butanonyl)-4,11-dimethoxy-9-methyl-7H-dibenzo[b,g][1,5]dioxocin-5-one are dissolved in 2 ml of tetrahydrofuran and 0.1 ml of water. 23 mg (0.61 mmol) of sodium borohydride are added to the solution and the mixture is stirred overnight at room temperature. Excess sodium borohydride is destroyed by addition of a few drops of acetic acid. The mixture is concentrated in vacuo, the residue is taken up in dichloromethane and the solution is washed with water. The org... Reactants: C(C1=CC=CC=C1)OC=1C=C(C=CC1F)N1N=C(C=C1)C (1-(3-benzyloxy-4-fluoro-phenyl)-3-methyl-pyrazole). Reagents/catalysts: [Pd] (Pd/C). Solvent: CO (methanol). Product: FC1=C(C=C(C=C1)N1N=C(C=C1)C)O (2-Fluoro-5-(3-methylpyrazol-1-yl)phenol). Isolated yield 85.8%. As a reaction SMILES: C([O:8][C:9]1[CH:10]=[C:11]([N:16]2[CH:20]=[CH:19][C:18]([CH3:21])=[N:17]2)[CH:12]=[CH:13][C:14]=1[F:15])C1C=CC=CC=1>CO.[Pd]>[F:15][C:14]1[CH:13]=[CH:12][C:11]([N:16]2[CH:20]=[CH:19][C:18]([CH3:21])=[N:17]2)=[CH:10][C:9]=1[OH:8]. Reported procedure: A solution of 1-(3-benzyloxy-4-fluoro-phenyl)-3-methyl-pyrazole (which may be prepared as described in Description 66) (470 mg, 1.66 mmol) in methanol (20 mL) was hydrogenated using an H-Cube with 10% Pd/C (30 mm cartridge) at 50° C. and 1 mL/min flow rate. The eluent was concentrated in vacuo to give 2-fluoro-5-(3-methylpyrazol-1-yl)phenol (D68) (288 mg, 1.4236 mmol, 85.5% yield) as a colourless oil;